Dataset: the Open Reaction Database (ORD), a public repository of structured organic reaction records. Task: describe an organic reaction: reactants, conditions, products, and yield Starting materials: CN1CCCC1=O, CCN(C(C)C)C(C)C, Clc1ncccn1, NCC1(c2ccc(OCCCN3CCCC3)cc2)CCOCC1. Product: c1cnc(NCC2(c3ccc(OCCCN4CCCC4)cc3)CCOCC2)nc1. RXN SMILES: [CH3:40][N:41]1[CH2:42][CH2:43][CH2:44][C:45]1=[O:46].[CH:31]([N:32]([CH2:33][CH3:34])[CH:35]([CH3:36])[CH3:37])([CH3:38])[CH3:39].[Cl:24][c:25]1[n:26][cH:27][cH:28][cH:29][n:30]1.[N:1]1([CH2:6][CH2:7][CH2:8][O:9][c:10]2[cH:11][cH:12][c:13]([C:16]3([CH2:22][NH2:23])[CH2:17][CH2:18][O:19][CH2:20][CH2:21]3)[cH:14][cH:15]2)[CH2:2][CH2:3][CH2:4][CH2:5]1>>[N:1]1([CH2:6][CH2:7][CH2:8][O:9][c:10]2[cH:11][cH:12][c:13]([C:16]3([CH2:22][NH:23][c:25]4[n:26][cH:27][cH:28][cH:29][n:30]4)[CH2:17][CH2:18][O:19][CH2:20][CH2:21]3)[cH:14][cH:15]2)[CH2:2][CH2:3][CH2:4][CH2:5]1.